This data is from the Open Reaction Database (ORD), a public repository of structured organic reaction records. The task is: describe an organic reaction: reactants, conditions, products, and yield The reactants are C[C@H]1N(C(OC1)=O)C1=CC=C(C(=O)O)C=C1 ((R)-4-(4-methyl-2-oxooxazolidin-3-yl)benzoic acid), Cl.CC=1C=C(C(=NC1)N1CCNCC1)C(F)(F)F (1-(5-methyl-3-trifluoromethylpyridin-2-yl)piperazine hydrochloride). Product: Cl.C[C@H]1N(C(OC1)=O)C1=CC=C(C=C1)C(=O)N1CCN(CC1)C1=NC=C(C=C1C(F)(F)F)C ((R)-4-methyl-3-{4-[4-(5-methyl-3-trifluoromethylpyridin-2-yl)piperazine-1-carbonyl]phenyl}oxazolidin-2-one hydrochloride). Yield: 10.5%. Reaction SMILES: [CH3:1][C@@H:2]1[CH2:6][O:5][C:4](=[O:7])[N:3]1[C:8]1[CH:16]=[CH:15][C:11]([C:12]([OH:14])=O)=[CH:10][CH:9]=1.[ClH:17].[CH3:18][C:19]1[CH:20]=[C:21]([C:31]([F:34])([F:33])[F:32])[C:22]([N:25]2[CH2:30][CH2:29][NH:28][CH2:27][CH2:26]2)=[N:23][CH:24]=1>>[ClH:17].[CH3:1][C@@H:2]1[CH2:6][O:5][C:4](=[O:7])[N:3]1[C:8]1[CH:9]=[CH:10][C:11]([C:12]([N:28]2[CH2:29][CH2:30][N:25]([C:22]3[C:21]([C:31]([F:34])([F:32])[F:33])=[CH:20][C:19]([CH3:18])=[CH:24][N:23]=3)[CH2:26][CH2:27]2)=[O:14])=[CH:15][CH:16]=1 |f:1.2,3.4|. Procedure details: By reaction and treatment in the same manner as in Example 87 and using (R)-4-(4-methyl-2-oxooxazolidin-3-yl)benzoic acid (422 mg) described in Preparation Example 37 and 1-(5-methyl-3-trifluoromethylpyridin-2-yl)piperazine hydrochloride (282 mg) described in Preparation Example 55, the title compound (51 mg) was obtained.